From a dataset of the Open Reaction Database (ORD), a public repository of structured organic reaction records. describe an organic reaction: reactants, conditions, products, and yield Starting materials: O=C([O-])O, COc1cccc(O)c1OC, CC(=O)O, [Na+], O, O=[N+]([O-])O, Oc1ccccc1. Product: COc1ccc([N+](=O)[O-])c(O)c1OC. Reaction SMILES: [C:23](=[O:24])([OH:25])[O-:26].[CH3:1][O:2][c:3]1[c:4]([OH:11])[cH:5][cH:6][cH:7][c:8]1[O:9][CH3:10].[CH3:28][C:29](=[O:30])[OH:31].[Na+:27].[OH2:32].[OH:12][N+:13]([O-:14])=[O:15].[OH:16][c:17]1[cH:18][cH:19][cH:20][cH:21][cH:22]1>>[CH3:1][O:2][c:3]1[c:4]([OH:11])[c:5]([N+:13](=[O:12])[O-:14])[cH:6][cH:7][c:8]1[O:9][CH3:10]. Reactants: COC1=C(C=CC(=C1)SC#N)O (2-Methoxy-4-thiocyanatophenol), C1(=CC=CC=C1)P(C1=CC=CC=C1)C1=CC=CC=C1 (triphenylphosphine). RXN SMILES: [CH3:1][O:2][C:3]1[CH:8]=[C:7]([S:9][C:10]#N)[CH:6]=[CH:5][C:4]=1[OH:12].C1(P(C2C=CC=CC=2)C2C=CC=CC=2)C=CC=CC=1>CO>[CH3:1][O:2][C:3]1[CH:8]=[C:7]([S:9][CH3:10])[CH:6]=[CH:5][C:4]=1[OH:12]. Yields the product COC1=C(C=CC(=C1)SC)O (2-Methoxy-4-(methylthio)phenol). Run in CO (methanol). Reported procedure: 2-Methoxy-4-thiocyanatophenol (10.2 g) and triphenylphosphine (14.8 g) in dry methanol (150 ml) were heated at reflux under nitrogen for 2 hours. Removal of solvent in vacuo followed by column chromatography on silica gel eluting with diethyl ether/petroleum ether (bp 40°-60°) mixtures (gradient 10 to 50% v/v diethyl ether) gave the phenol as a white solid, m.p. 47°-49°. Starting materials: C(#N)C1=CC=C(C=C1)C=1SC(=C(N1)C)C(=O)O (2-(4-cyanophenyl)-4-methylthiazole-5-carboxylic acid), N[C@@H]([C@@](CN1C=NC=C1)(O)C1=C(C=C(C=C1)F)F)C ((2R,3R)-3-amino-2-(2,4-difluorophenyl)-1-(1H-imidazol-1 -yl)-2-butanol). Solvent: CN(C)C=O (DMF). Yields the product C(#N)C1=CC=C(C=C1)C=1SC(=C(N1)C)C(=O)N[C@@H]([C@@](CN1C=NC=C1)(O)C1=C(C=C(C=C1)F)F)C ((1R,2R)-2-(4-Cyanophenyl)-N-[2-(2,4-difluorophenyl)-2-hydroxy-1-methyl-3-(1H-imidazol-1-yl)propyl]-4-methylthiazole-5-carboxamide). Reaction SMILES: [C:1]([C:3]1[CH:8]=[CH:7][C:6]([C:9]2[S:10][C:11]([C:15]([OH:17])=O)=[C:12]([CH3:14])[N:13]=2)=[CH:5][CH:4]=1)#[N:2].[NH2:18][C@H:19]([CH3:36])[C@:20]([C:28]1[CH:33]=[CH:32][C:31]([F:34])=[CH:30][C:29]=1[F:35])([OH:27])[CH2:21][N:22]1[CH:26]=[CH:25][N:24]=[CH:23]1>CN(C=O)C>[C:1]([C:3]1[CH:4]=[CH:5][C:6]([C:9]2[S:10][C:11]([C:15]([NH:18][C@H:19]([CH3:36])[C@:20]([C:28]3[CH:33]=[CH:32][C:31]([F:34])=[CH:30][C:29]=3[F:35])([OH:27])[CH2:21][N:22]3[CH:26]=[CH:25][N:24]=[CH:23]3)=[O:17])=[C:12]([CH3:14])[N:13]=2)=[CH:7][CH:8]=1)#[N:2]. Procedure details: Following a similar procedure to that described in example 1 but using 2-(4-cyanophenyl)-4-methylthiazole-5-carboxylic acid (reference example 24) and (2R,3R)-3-amino-2-(2,4-difluorophenyl)-1-(1H-imidazol-1 -yl)-2-butanol (75 mg, 0.28 mmol, obtained following the general procedure described in J. Org. Chem., 1995, 60, 3000-3012) in DMF (5 mL) the title compound was obtained as a white solid: mp 126°-128° C.; 1H NMR (300 MHz, CDCl3) δ (TMS) 8.05 (dt, Jt =2, Jd =8.4, 2H, arom), 7.50 (dt, Jt =2, Jd... Starting materials: O=C([O-])[O-], Cc1nc(N2CCc3ccccc3CC2)c(C#N)c(=O)[nH]1, CN(C)C=O, FC(F)(F)CI, [K+], [K+]. Yields the product Cc1nc(N2CCc3ccccc3CC2)c(C#N)c(=O)n1CC(F)(F)F. As a reaction SMILES: [C:28](=[O:29])([O-:30])[O-:31].[CH3:1][c:2]1[nH:3][c:4](=[O:21])[c:5]([C:19]#[N:20])[c:6]([N:8]2[CH2:9][CH2:10][c:11]3[c:12]([cH:15][cH:16][cH:17][cH:18]3)[CH2:13][CH2:14]2)[n:7]1.[CH3:34][N:35]([CH3:36])[CH:37]=[O:38].[F:22][C:23]([CH2:24][I:25])([F:26])[F:27].[K+:32].[K+:33]>>[CH3:1][c:2]1[n:3]([CH2:24][C:23]([F:22])([F:26])[F:27])[c:4](=[O:21])[c:5]([C:19]#[N:20])[c:6]([N:8]2[CH2:9][CH2:10][c:11]3[c:12]([cH:15][cH:16][cH:17][cH:18]3)[CH2:13][CH2:14]2)[n:7]1.